Dataset: the Open Reaction Database (ORD), a public repository of structured organic reaction records. Task: describe an organic reaction: reactants, conditions, products, and yield Reactants: Br (hydrobromic acid), cuprous bromide, N(=O)[O-].[Na+] (sodium nitrite), C1=CSC(=N1)N (aminothiazole), P(O)(O)(O)=O (phosphoric acid), [N+](=O)(O)[O-] (nitric acid), C(C)(=O)OCC (ethyl acetate). Run in O (H2O), O (H2O). Conditions: temperature -10 celsius. The product is BrC=1SC(=C(N1)C)C(=O)OCC (Ethyl 2-Bromo-4-methyl-5-thiazolecarboxylate). Isolated yield 19.0%. As a reaction SMILES: N([O-])=O.[Na+].[CH:5]1[N:9]=[C:8](N)[S:7][CH:6]=1.P(=O)(O)(O)O.[N+]([O-])(O)=O.[BrH:20].[C:21]([O:24][CH2:25][CH3:26])(=[O:23])[CH3:22]>O>[Br:20][C:8]1[S:7][C:22]([C:21]([O:24][CH2:25][CH3:26])=[O:23])=[C:5]([CH3:6])[N:9]=1 |f:0.1|. Procedure: A solution of sodium nitrite (8.56 g, 124 mmol) in 20 mL of H2O was added over a 30 minute period to a mixture of the aminothiazole (7.44 g , 40 mmol), 85% phosphoric acid (50 mL) and 70% nitric acid (25 mL) at -10° C. The mixture began to bubble immediately and an exotherm was observed. A CO2 /acetone bath was used to maintain the temperature at -10° C. throughout the addition. An orange precipitate formed and the mixture became very difficult to stir. Once the addition was complete, the mixtur... Starting materials: O1CCN(CC1)CCNC(NN)=S (4-(2-morpholinoethyl)thiosemicarbazide), C(C)(=O)C1=NC=CC=C1 (2-acetylpyridine), C(C)O (ethanol). Solvent: C(C)(=O)O (acetic acid). Reaction conditions: time 8 hour. The product is O1CCN(CC1)CCNC(NN=C(C)C1=NC=CC=C1)=S (2-Acetylpyridine 4-(2-morpholinoethyl)thiosemicarbazone). As a reaction SMILES: [O:1]1[CH2:6][CH2:5][N:4]([CH2:7][CH2:8][NH:9][C:10](=[S:13])[NH:11][NH2:12])[CH2:3][CH2:2]1.[C:14]([C:17]1[CH:22]=[CH:21][CH:20]=[CH:19][N:18]=1)(=O)[CH3:15].C(O)C>C(O)(=O)C>[O:1]1[CH2:2][CH2:3][N:4]([CH2:7][CH2:8][NH:9][C:10](=[S:13])[NH:11][N:12]=[C:14]([C:17]2[CH:22]=[CH:21][CH:20]=[CH:19][N:18]=2)[CH3:15])[CH2:5][CH2:6]1. Procedure: A mixture of 6.00 g (0.0294 mole) of 4-(2-morpholinoethyl)thiosemicarbazide, 3.91 g (0.0323 mole) of 2-acetylpyridine, 20 mL of 95% ethanol, and 0.4 mL of glacial acetic acid was heated under reflux for 1.25 hours. The mixture then stood overnight at room temperature. Colourless crystals were collected and recrystallised from 40 mL of 95% ethanol; yield 7.81 g (86%) of pale yellow crystals of 2-acetylpryridine 4-(2-morpholinoethyl)thiosemicarbazone, mp 167.5°-169° C.